From a dataset of the Open Reaction Database (ORD), a public repository of structured organic reaction records. describe an organic reaction: reactants, conditions, products, and yield Starting materials: CO (Methanol), ClC=1C(OCC1SCC=1CS[C@H]2N(C1C(=O)OC(C1=CC=CC=C1)C1=CC=CC=C1)C([C@H]2NC(CC2=CC=CC=C2)=O)=O)=O (diphenylmethyl 3-(3-chloro-2,5-dihydro-2-oxofuran-4-ylthiomethyl)-7β-phenylacetamidoceph-3-em-4-carboxylate), CN1CCOCC1 (N-methylmorpholine), P(Cl)(Cl)(Cl)(Cl)Cl (phosphorus pentachloride), solution. The solvent is O (Water), ClCCl (dichloromethane), ClCCl (dichloromethane). Conditions: time 0.5 hour. The product is N[C@H]1[C@@H]2N(C(=C(CS2)CSC2=C(C(OC2)=O)Cl)C(=O)OC(C2=CC=CC=C2)C2=CC=CC=C2)C1=O (Diphenylmethyl 7β-Amino-3-(3-chloro-2,5-dihydro-2-oxofuran-4-ylthiomethyl)ceph-3-em-4-carboxylate). Yield: 71.0%. As a reaction SMILES: [Cl:1][C:2]1[C:3](=[O:44])[O:4][CH2:5][C:6]=1[S:7][CH2:8][C:9]1[CH2:10][S:11][C@@H:12]2[C@H:32]([NH:33]C(=O)CC3C=CC=CC=3)[C:31](=[O:43])[N:13]2[C:14]=1[C:15]([O:17][CH:18]([C:25]1[CH:30]=[CH:29][CH:28]=[CH:27][CH:26]=1)[C:19]1[CH:24]=[CH:23][CH:22]=[CH:21][CH:20]=1)=[O:16].CN1CCOCC1.P(Cl)(Cl)(Cl)(Cl)Cl.CO>ClCCl.O>[NH2:33][C@@H:32]1[C:31](=[O:43])[N:13]2[C:14]([C:15]([O:17][CH:18]([C:19]3[CH:24]=[CH:23][CH:22]=[CH:21][CH:20]=3)[C:25]3[CH:30]=[CH:29][CH:28]=[CH:27][CH:26]=3)=[O:16])=[C:9]([CH2:8][S:7][C:6]3[CH2:5][O:4][C:3](=[O:44])[C:2]=3[Cl:1])[CH2:10][S:11][C@H:12]12. Procedure: A stirred solution of diphenylmethyl 3-(3-chloro-2,5-dihydro-2-oxofuran-4-ylthiomethyl)-7β-phenylacetamidoceph-3-em-4-carboxylate (770 mg) in dichloromethane (10 ml) was cooled to -15° C. to -20° C., then N-methylmorpholine (0.263 ml) was added followed by a solution of phosphorus pentachloride in dichloromethane (9.3 ml of a solution containing 40 mg ml-1). The mixture was stirred at the same temperature for 0.5 h. Methanol (2.4 ml) was then added and the mixture stirred at room temperature for... As a reaction SMILES: [CH2:34]([OH:35])[CH2:36][CH2:37][CH3:38].[F:11][CH:12]([CH2:13][O:14][S:15]([c:16]1[cH:17][cH:18][c:19]([CH3:20])[cH:21][cH:22]1)(=[O:23])=[O:24])[CH2:25][CH2:26][CH2:27][CH2:28][CH2:29][CH3:30].[K+:32].[OH-:31].[OH2:33].[OH:1][c:2]1[cH:3][cH:4][c:5]([C:8]([CH3:9])=[O:10])[cH:6][cH:7]1>>[O:1]([c:2]1[cH:3][cH:4][c:5]([C:8]([CH3:9])=[O:10])[cH:6][cH:7]1)[CH2:13][CH:12]([F:11])[CH2:25][CH2:26][CH2:27][CH2:28][CH2:29][CH3:30]. The reactants are CCCCO, CCCCCCC(F)COS(=O)(=O)c1ccc(C)cc1, [K+], [OH-], O, CC(=O)c1ccc(O)cc1. The product is CCCCCCC(F)COc1ccc(C(C)=O)cc1. The reactants are [N+](=O)([O-])C=1C=C2COC(=O)C2=CC1OC1=CC=CC=C1 (5-nitro-6-phenoxyphthalide). Reagents/catalysts: [Ni] (Raney nickel). The solvent is CO (methanol), O1CCCC1 (tetrahydrofuran). Product: NC=1C=C2COC(=O)C2=CC1OC1=CC=CC=C1 (5-amino-6-phenoxyphthalide). The yield is 67.5%. Reaction SMILES: [N+:1]([C:4]1[CH:5]=[C:6]2[C:11](=[CH:12][C:13]=1[O:14][C:15]1[CH:20]=[CH:19][CH:18]=[CH:17][CH:16]=1)[C:9](=[O:10])[O:8][CH2:7]2)([O-])=O>CO.O1CCCC1.[Ni]>[NH2:1][C:4]1[CH:5]=[C:6]2[C:11](=[CH:12][C:13]=1[O:14][C:15]1[CH:20]=[CH:19][CH:18]=[CH:17][CH:16]=1)[C:9](=[O:10])[O:8][CH2:7]2. Procedure details: 950 mg of 5-nitro-6-phenoxyphthalide in 120 ml of methanol and 30 ml of tetrahydrofuran is hydrogenated in the presence of 2 g of Raney nickel within 3 hours at 20 bar, filtered, and concentrated. From methanol, 570 mg of 5-amino-6-phenoxyphthalide is obtained, mp 205°-206.5° C. The reactants are CC1(C2=C(C(=CC=C2)P(C3=CC=CC=C3)C4=CC=CC=C4)OC5=C(C=CC=C51)P(C6=CC=CC=C6)C7=CC=CC=C7)C (Xantphos), ClC1=NC(=C2C(=N1)N(N=C2)C2OCCCC2)C=2C=C(C=CC2)NC(C=C)=O (N-(3-(6-Chloro-1-(tetrahydro-2H-pyran-2-yl)-1H-pyrazolo[3,4-d]pyrimidin-4-yl)phenyl)acrylamide), CN1CCN(CC1)C1=CC=C(N)C=C1 (4-(4-methylpiperazin-1-yl)aniline), C([O-])([O-])=O.[K+].[K+] (potassium carbonate). Reagents/catalysts: C=1C=CC(=CC1)/C=C/C(=O)/C=C/C2=CC=CC=C2.C=1C=CC(=CC1)/C=C/C(=O)/C=C/C2=CC=CC=C2.C=1C=CC(=CC1)/C=C/C(=O)/C=C/C2=CC=CC=C2.[Pd].[Pd] (Pd2(dba)3). The solvent is C(C)(C)(C)O (t-butyl alcohol). Reaction conditions: temperature 200 celsius. The product is CN1CCN(CC1)C1=CC=C(C=C1)NC1=NC(=C2C(=N1)N(N=C2)C2OCCCC2)C=2C=C(C=CC2)NC(C=C)=O (N-(3-(6-((4-(4-methylpiperazin-1-yl)phenyl)amino)-1-(tetrahydro-2H-pyran-2-yl)-1H-pyrazolo[3,4-D]pyrimidin-4-yl)phenyl)acrylamide). RXN SMILES: Cl[C:2]1[N:7]=[C:6]2[N:8]([CH:11]3[CH2:16][CH2:15][CH2:14][CH2:13][O:12]3)[N:9]=[CH:10][C:5]2=[C:4]([C:17]2[CH:18]=[C:19]([NH:23][C:24](=[O:27])[CH:25]=[CH2:26])[CH:20]=[CH:21][CH:22]=2)[N:3]=1.[CH3:28][N:29]1[CH2:34][CH2:33][N:32]([C:35]2[CH:41]=[CH:40][C:38]([NH2:39])=[CH:37][CH:36]=2)[CH2:31][CH2:30]1.C(=O)([O-])[O-].[K+].[K+].CC1(C)C2C(=C(P(C3C=CC=CC=3)C3C=CC=CC=3)C=CC=2)OC2C(P(C3C=CC=CC=3)C3C=CC=CC=3)=CC=CC1=2>C(O)(C)(C)C.C1C=CC(/C=C/C(/C=C/C2C=CC=CC=2)=O)=CC=1.C1C=CC(/C=C/C(/C=C/C2C=CC=CC=2)=O)=CC=1.C1C=CC(/C=C/C(/C=C/C2C=CC=CC=2)=O)=CC=1.[Pd].[Pd]>[CH3:28][N:29]1[CH2:30][CH2:31][N:32]([C:35]2[CH:41]=[CH:40][C:38]([NH:39][C:2]3[N:7]=[C:6]4[N:8]([CH:11]5[CH2:16][CH2:15][CH2:14][CH2:13][O:12]5)[N:9]=[CH:10][C:5]4=[C:4]([C:17]4[CH:18]=[C:19]([NH:23][C:24](=[O:27])[CH:25]=[CH2:26])[CH:20]=[CH:21][CH:22]=4)[N:3]=3)=[CH:37][CH:36]=2)[CH2:33][CH2:34]1 |f:2.3.4,7.8.9.10.11|. Procedure: N-(3-(6-Chloro-1-(tetrahydro-2H-pyran-2-yl)-1H-pyrazolo[3,4-d]pyrimidin-4-yl)phenyl)acrylamide (30 mg, 0.078 mmol), 4-(4-methylpiperazin-1-yl)aniline (16 mg, 0.084 mmol)) and potassium carbonate (25 mg, 0.077 mmol) were dissolved in t-butyl alcohol (5 mL) in a sealable microwave compatible reaction tube, then Pd2(dba)3 (1.5 mg, 0.002 mmol) and Xantphos (2 mg, 0.004 mmol) were added. The reaction tube was sealed and the reaction was heated under microwave irradiation (40 min, 200° C., 3 atm). The... The reactants are O=C(c1ncc[nH]1)c1ncc[nH]1, C=CCNc1ccc(OCc2ccccc2)cc1, CN(C)C=O, Nc1ccc(Oc2ccccc2)cc1. The product is C=CCN(C(=O)Nc1ccc(Oc2ccccc2)cc1)c1ccc(OCc2ccccc2)cc1. As a reaction SMILES: [C:1](=[O:2])([c:3]1[nH:4][cH:5][cH:6][n:7]1)[c:8]1[nH:9][cH:10][cH:11][n:12]1.[CH2:27]([CH:28]=[CH2:29])[NH:30][c:31]1[cH:32][cH:33][c:34]([O:37][CH2:38][c:39]2[cH:40][cH:41][cH:42][cH:43][cH:44]2)[cH:35][cH:36]1.[CH3:45][N:46]([CH3:47])[CH:48]=[O:49].[O:13]([c:14]1[cH:15][cH:16][cH:17][cH:18][cH:19]1)[c:20]1[cH:21][cH:22][c:23]([NH2:24])[cH:25][cH:26]1>>[C:1](=[O:2])([NH:24][c:23]1[cH:22][cH:21][c:20]([O:13][c:14]2[cH:15][cH:16][cH:17][cH:18][cH:19]2)[cH:26][cH:25]1)[N:30]([CH2:27][CH:28]=[CH2:29])[c:31]1[cH:32][cH:33][c:34]([O:37][CH2:38][c:39]2[cH:40][cH:41][cH:42][cH:43][cH:44]2)[cH:35][cH:36]1. Starting materials: [H-].[Al+3].[Li+].[H-].[H-].[H-] (lithium aluminum hydride), C(C)OCC (ethyl ether), C(C)(=O)OCC (ethyl acetate), C(C)OCC (ethyl ether), COC=1C=C2C=CC(=CC2=CC1)C(C(=O)O)C (2-(6-methoxy-2-naphthyl)propionic acid). Solvent: O (water). Run at temperature 0 celsius, time 30 minute. The product is COC=1C=C2C=CC(=CC2=CC1)C(CO)C (2-(6-methoxy-2-naphthyl)-l-propanol). As a reaction SMILES: [H-].[Al+3].[Li+].[H-].[H-].[H-].C(OCC)C.[CH3:12][O:13][C:14]1[CH:15]=[C:16]2[C:21](=[CH:22][CH:23]=1)[CH:20]=[C:19]([CH:24]([CH3:28])[C:25](O)=[O:26])[CH:18]=[CH:17]2.C(OCC)(=O)C>O>[CH3:12][O:13][C:14]1[CH:15]=[C:16]2[C:21](=[CH:22][CH:23]=1)[CH:20]=[C:19]([CH:24]([CH3:28])[CH2:25][OH:26])[CH:18]=[CH:17]2 |f:0.1.2.3.4.5|. Procedure: To a mixture of 0.4 g. of lithium aluminum hydride and 100 ml. of ethyl ether, there is added a mixture of 2.3 g. of d 2-(6-methoxy-2-naphthyl)propionic acid and 100 ml. of ethyl ether. The mixture is stirred at 0°C for 30 minutes, and 10 ml. of ethyl acetate is added. After 1 hour, 4 ml. of water is added to the mixture. The resulting mixture is filtered and evaporated under reduced pressure to yield l 2-(6-methoxy-2-naphthyl)-l-propanol.